From a dataset of the Open Reaction Database (ORD), a public repository of structured organic reaction records. describe an organic reaction: reactants, conditions, products, and yield Starting materials: [Al+3], O=C1COc2ncc(Br)cc2N1, [H-], [H-], [H-], [H-], [Li+], [Na+], C1CCOC1, [OH-], O. The product is Brc1cnc2c(c1)NCCO2. Reaction SMILES: [Al+3:14].[Br:1][c:2]1[cH:3][c:4]2[c:5]([n:11][cH:12]1)[O:6][CH2:7][C:8](=[O:10])[NH:9]2.[H-:13].[H-:16].[H-:17].[H-:18].[Li+:15].[Na+:21].[O:22]1[CH2:23][CH2:24][CH2:25][CH2:26]1.[OH-:20].[OH2:19]>>[Br:1][c:2]1[cH:3][c:4]2[c:5]([n:11][cH:12]1)[O:6][CH2:7][CH2:8][NH:9]2.